From a dataset of the Open Reaction Database (ORD), a public repository of structured organic reaction records. describe an organic reaction: reactants, conditions, products, and yield Reactants: N([C@@H](CCCCNC(=O)OC(C)(C)C)C(=O)N[C@@H](CCCCNC(=O)OC(C)(C)C)C(=O)N[C@@H](CC1=CC=C(C=C1)OC(C)(C)C)C(=O)N[C@@H](CC1=CC=CC=C1)C(=O)N[C@@H](CCCNC(N)=N)C(=O)OC(C)(C)C)C(=O)OCC1=CC=CC=C1 (Z-Lys(Boc)-Lys(Boc)-Tyr(But)-Phe-Arg-OBut). Run in FC(C(=O)O)(F)F (trifluoroacetic acid). Reaction conditions: time 1 hour. Product: N([C@@H](CCCCN)C(=O)N[C@@H](CCCCN)C(=O)N[C@@H](CC1=CC=C(C=C1)O)C(=O)N[C@@H](CC1=CC=CC=C1)C(=O)N[C@@H](CCCNC(N)=N)C(=O)O)C(=O)OCC1=CC=CC=C1.CC(=O)O.CC(=O)O (Z-Lys-Lys-Tyr-Phe-Arg-OH diacetate). Reaction SMILES: [NH:1]([C:76]([O:78][CH2:79][C:80]1[CH:85]=[CH:84][CH:83]=[CH:82][CH:81]=1)=[O:77])[C@H:2]([C:15]([NH:17][C@H:18]([C:31]([NH:33][C@H:34]([C:47]([NH:49][C@H:50]([C:58]([NH:60][C@H:61]([C:69]([O:71]C(C)(C)C)=[O:70])[CH2:62][CH2:63][CH2:64][NH:65][C:66](=[NH:68])[NH2:67])=[O:59])[CH2:51][C:52]1[CH:57]=[CH:56][CH:55]=[CH:54][CH:53]=1)=[O:48])[CH2:35][C:36]1[CH:41]=[CH:40][C:39]([O:42]C(C)(C)C)=[CH:38][CH:37]=1)=[O:32])[CH2:19][CH2:20][CH2:21][CH2:22][NH:23]C(OC(C)(C)C)=O)=[O:16])[CH2:3][CH2:4][CH2:5][CH2:6][NH:7]C(OC(C)(C)C)=O>FC(F)(F)C(O)=O>[NH:1]([C:76]([O:78][CH2:79][C:80]1[CH:81]=[CH:82][CH:83]=[CH:84][CH:85]=1)=[O:77])[C@H:2]([C:15]([NH:17][C@H:18]([C:31]([NH:33][C@H:34]([C:47]([NH:49][C@H:50]([C:58]([NH:60][C@H:61]([C:69]([OH:71])=[O:70])[CH2:62][CH2:63][CH2:64][NH:65][C:66](=[NH:67])[NH2:68])=[O:59])[CH2:51][C:52]1[CH:53]=[CH:54][CH:55]=[CH:56][CH:57]=1)=[O:48])[CH2:35][C:36]1[CH:41]=[CH:40][C:39]([OH:42])=[CH:38][CH:37]=1)=[O:32])[CH2:19][CH2:20][CH2:21][CH2:22][NH2:23])=[O:16])[CH2:3][CH2:4][CH2:5][CH2:6][NH2:7].[CH3:61][C:69]([OH:71])=[O:70].[CH3:61][C:69]([OH:71])=[O:70] |f:2.3.4|. Reported procedure: 1.6 g of Z-Lys(Boc)-Lys(Boc)-Tyr(But)-Phe-Arg-OBut are dissolved in 15 ml of 90% strength trifluoroacetic acid. The solution is left to stand at room temperature for 1 hour and is concentrated. The residue is triturated with ether and is suction-drained. The residue is then dissolved in water and chromatographed over a weakly basic ion exchanger (acetate form). The eluate is concentrated and chromatographed in 90% strength methanol over a crosslinked, hydroxypropylated dextran gel. Yield 920 mg,... Reactants: CC(=O)O, COc1c(C)cc(C)cc1C=CC(=O)O, [H][H]. The product is COc1c(C)cc(C)cc1CCC(=O)O. As a reaction SMILES: [CH3:18][C:19](=[O:20])[OH:21].[CH3:1][O:2][c:3]1[c:4]([CH:11]=[CH:12][C:13](=[O:14])[OH:15])[cH:5][c:6]([CH3:10])[cH:7][c:8]1[CH3:9].[H:16][H:17]>>[CH3:1][O:2][c:3]1[c:4]([CH2:11][CH2:12][C:13](=[O:14])[OH:15])[cH:5][c:6]([CH3:10])[cH:7][c:8]1[CH3:9]. Reactants: Cc1ccc(Br)c2scc(CO)c12, Cc1ccccc1, CCOC(C)=O, [Na], O. Yields the product Cc1cccc2scc(CO)c12. Reaction SMILES: [Br:1][c:2]1[cH:3][cH:4][c:5]([CH3:13])[c:6]2[c:7]1[s:8][cH:9][c:10]2[CH2:11][OH:12].[CH3:15][c:16]1[cH:17][cH:18][cH:19][cH:20][cH:21]1.[CH3:22][CH2:23][O:24][C:25](=[O:26])[CH3:27].[Na:14].[OH2:28]>>[cH:2]1[cH:3][cH:4][c:5]([CH3:13])[c:6]2[c:7]1[s:8][cH:9][c:10]2[CH2:11][OH:12].